Dataset: the Open Reaction Database (ORD), a public repository of structured organic reaction records. Task: describe an organic reaction: reactants, conditions, products, and yield The reactants are CCOCCO, CCOC(C)=O, Nc1cccc(C(=O)Nc2ccc([N+](=O)[O-])cc2)c1, Cc1cc(Cl)nc(N)n1. The product is Cl, Cc1cc(Nc2cccc(C(=O)Nc3ccc([N+](=O)[O-])cc3)c2)nc(N)n1. Reaction SMILES: [CH3:29][CH2:30][O:31][CH2:32][CH2:33][OH:34].[CH3:35][CH2:36][O:37][C:38](=[O:39])[CH3:40].[NH2:1][c:2]1[cH:3][c:4]([C:5](=[O:6])[NH:7][c:8]2[cH:9][cH:10][c:11]([N+:14](=[O:15])[O-:16])[cH:12][cH:13]2)[cH:17][cH:18][cH:19]1.[NH2:20][c:21]1[n:22][c:23]([Cl:28])[cH:24][c:25]([CH3:27])[n:26]1>>[ClH:28].[NH:1]([c:2]1[cH:3][c:4]([C:5](=[O:6])[NH:7][c:8]2[cH:9][cH:10][c:11]([N+:14](=[O:15])[O-:16])[cH:12][cH:13]2)[cH:17][cH:18][cH:19]1)[c:23]1[n:22][c:21]([NH2:20])[n:26][c:25]([CH3:27])[cH:24]1. Starting materials: C(=O)([O-])[O-].[K+].[K+] (K2CO3), N#N (N2), Cl.FC1(CNCC1)F (3,3-difluoropyrrolidine hydrochloride), BrCCCC#N (4-bromobutyronitrile). Run in CC#N (CH3CN). Conditions: time 15 hour. The product is FC1(CN(CC1)CCCCN)F (4-(3,3-difluoropyrrolidin-1-yl)butan-1-amine). Reaction SMILES: N#N.Cl.[F:4][C:5]1([F:10])[CH2:9][CH2:8][NH:7][CH2:6]1.Br[CH2:12][CH2:13][CH2:14][C:15]#[N:16].C([O-])([O-])=O.[K+].[K+]>CC#N>[F:4][C:5]1([F:10])[CH2:9][CH2:8][N:7]([CH2:12][CH2:13][CH2:14][CH2:15][NH2:16])[CH2:6]1 |f:1.2,4.5.6|. Procedure: In a flame dried round-bottomed flask equipped with a magnetic stir bar and under inert atmosphere (N2), to a solution of 3,3-difluoropyrrolidine hydrochloride (250 mg, 1.69 mmol) and 4-bromobutyronitrile (0.17 mL, 1.69 mmol) in dry CH3CN (9 mL) was added K2CO3 (1.28 g, 9.29 mmol) at rt followed by KI (28 mg, 0.17 mmol). The reaction mixture was stirred at rt for 15 h. The mixture was filtered and the filtrate partitioned between water and CH2Cl2. The layers were separated and the aq. layer extr... Reactants: CCNC(=O)C1OC(n2cnc3c(NCC(c4ccccc4)c4ccccc4)nc(C(=O)OCC)nc32)C2OC(C)(C)OC12, CO, [Na+], [OH-]. Yields the product CCNC(=O)C1OC(n2cnc3c(NCC(c4ccccc4)c4ccccc4)nc(C(=O)O)nc32)C2OC(C)(C)OC12. Reaction SMILES: [CH2:1]([CH3:2])[NH:3][C:4](=[O:5])[CH:6]1[O:7][CH:8]([n:16]2[c:17]3[n:18][c:19]([C:40](=[O:41])[O:42][CH2:43][CH3:44])[n:20][c:21]([NH:25][CH2:26][CH:27]([c:28]4[cH:29][cH:30][cH:31][cH:32][cH:33]4)[c:34]4[cH:35][cH:36][cH:37][cH:38][cH:39]4)[c:22]3[n:23][cH:24]2)[CH:9]2[CH:10]1[O:11][C:12]([CH3:14])([CH3:15])[O:13]2.[CH3:47][OH:48].[Na+:46].[OH-:45]>>[CH2:1]([CH3:2])[NH:3][C:4](=[O:5])[CH:6]1[O:7][CH:8]([n:16]2[c:17]3[n:18][c:19]([C:40](=[O:41])[OH:42])[n:20][c:21]([NH:25][CH2:26][CH:27]([c:28]4[cH:29][cH:30][cH:31][cH:32][cH:33]4)[c:34]4[cH:35][cH:36][cH:37][cH:38][cH:39]4)[c:22]3[n:23][cH:24]2)[CH:9]2[CH:10]1[O:11][C:12]([CH3:14])([CH3:15])[O:13]2. Reactants: CCO, Cl, CS(=O)(=O)c1cc(F)ccc1C#N. The product is [Cl-], CS(=O)(=O)c1cc(F)ccc1C[NH3+]. RXN SMILES: [CH3:15][CH2:16][OH:17].[ClH:14].[F:1][c:2]1[cH:3][c:4]([S:10](=[O:11])(=[O:12])[CH3:13])[c:5]([C:6]#[N:7])[cH:8][cH:9]1>>[Cl-:14].[F:1][c:2]1[cH:3][c:4]([S:10](=[O:11])(=[O:12])[CH3:13])[c:5]([CH2:6][NH3+:7])[cH:8][cH:9]1. Procedure: To a solution of 5-fluoro-2-nitrobenzoic acid (370 mg, 2.0 mmol) in anhydrous DMF (5 mL) was added 1-hydroxybenzotriazole hydrate (330 mg, 2.4 mmol), 1-(3-dimethylaminopropyl)-3-ethylcarbodiimide hydrochloride (460 mg, 2.4 mmol) and 2-amino-N-isopropylacetamide (INTERMEDIATE I.1) (230 mg, 2.0 mmol). The resultant mixture was stirred at room temperature for 18 h. The reaction mixture was concentrated in vacuo, the crude yellow residue dissolved in EtOAc (20 mL) and washed with dilute HCl (aq.) (3... Reactants: resultant mixture, FC=1C=CC(=C(C(=O)O)C1)[N+](=O)[O-] (5-fluoro-2-nitrobenzoic acid), O.ON1N=NC2=C1C=CC=C2 (1-hydroxybenzotriazole hydrate), Cl.CN(CCCN=C=NCC)C (1-(3-dimethylaminopropyl)-3-ethylcarbodiimide hydrochloride), NCC(=O)NC(C)C (2-amino-N-isopropylacetamide). As a reaction SMILES: [F:1][C:2]1[CH:3]=[CH:4][C:5]([N+:11]([O-:13])=[O:12])=[C:6]([CH:10]=1)[C:7]([OH:9])=O.O.ON1C2C=CC=CC=2N=N1.Cl.CN(C)CCCN=C=NCC.[NH2:37][CH2:38][C:39]([NH:41][CH:42]([CH3:44])[CH3:43])=[O:40]>CN(C=O)C>[F:1][C:2]1[CH:3]=[CH:4][C:5]([N+:11]([O-:13])=[O:12])=[C:6]([CH:10]=1)[C:7]([NH:37][CH2:38][C:39](=[O:40])[NH:41][CH:42]([CH3:44])[CH3:43])=[O:9] |f:1.2,3.4|. The product is FC=1C=CC(=C(C(=O)NCC(NC(C)C)=O)C1)[N+](=O)[O-] (5-fluoro-N-(isopropylcarbamoylmethyl)-2-nitrobenzamide). Solvent: CN(C)C=O (DMF). The yield is 70.0%. Starting materials: Cl (hydrochloric acid), O (water), C(C)(C)(C)OC(=O)N[C@@H](C=O)CC1=CC=CC=C1 ((R)-2-t-butoxycarbonylamino-3-phenylpropanal), [N+](=O)([O-])C (nitromethane), resultant mixture. Solvent: C1CCOC1 (THF). The product is C(C)(C)(C)OC(=O)N[C@@H]([C@H](C[N+](=O)[O-])O)CC1=CC=CC=C1 ((2S,3R)-3-t-butoxycarbonylamino-1-nitro-4-phenyl-2-butanol). The yield is 60.6%. RXN SMILES: [C:1]([O:5][C:6]([NH:8][C@H:9]([CH2:12][C:13]1[CH:18]=[CH:17][CH:16]=[CH:15][CH:14]=1)[CH:10]=[O:11])=[O:7])([CH3:4])([CH3:3])[CH3:2].[N+:19]([CH3:22])([O-:21])=[O:20].Cl.O>C1COCC1>[C:1]([O:5][C:6]([NH:8][C@H:9]([CH2:12][C:13]1[CH:14]=[CH:15][CH:16]=[CH:17][CH:18]=1)[C@@H:10]([OH:11])[CH2:22][N+:19]([O-:21])=[O:20])=[O:7])([CH3:4])([CH3:2])[CH3:3]. Procedure details: To a stirred solution of 62.3 mg (0.25 mmol) of (R)-2-t-butoxycarbonylamino-3-phenylpropanal [synthesized by the method described in Journal of Medicinal Chemistry, 130, 1162 (1987)] in 1.0 ml of THF was added at 0° C., 0.27 ml (5 mmol) of nitromethane, followed by dropwise addition of 0.5 ml (0.025 mmol) of the lanthanum/(R)-1,1'-bi-2-naphthol complex solution (Reference Example 1, 0.05 mol/l). The resultant mixture was stirred at 0° C. for 2 hours. To this solution were added 0.5 ml of 1N hydr... Starting materials: BrC=1C(=CC(N(C1)CSC)=O)OCC1CC1 (5-bromo-4-(cyclopropylmethoxy)-1-(methylsulfanylmethyl)pyridin-2-one), C1=CC(=CC(=C1)Cl)C(=O)OO (mCPBA), O (Water). The solvent is C(Cl)Cl (DCM). Run at temperature 15 celsius, time 2.5 hour. Yields the product BrC=1C(=CC(N(C1)CS(=O)(=O)C)=O)OCC1CC1 (5-bromo-4-(cyclopropylmethoxy)-1-(methylsulfonylmethyl)pyridin-2-one). The yield is 72.0%. RXN SMILES: [Br:1][C:2]1[C:3]([O:12][CH2:13][CH:14]2[CH2:16][CH2:15]2)=[CH:4][C:5](=[O:11])[N:6]([CH2:8][S:9][CH3:10])[CH:7]=1.C1C=C(Cl)C=C(C(OO)=[O:25])C=1.[OH2:28]>C(Cl)Cl>[Br:1][C:2]1[C:3]([O:12][CH2:13][CH:14]2[CH2:16][CH2:15]2)=[CH:4][C:5](=[O:11])[N:6]([CH2:8][S:9]([CH3:10])(=[O:25])=[O:28])[CH:7]=1. Procedure: To a solution of the title compound from Step 3 (150 mg, 0.5 mmoL) in DCM (5 mL), was added mCPBA (340 mg, 1.9 mmol). The mixture was stirred at 15° C. for 2.5 hours. Water (30 mL) was added and the resulting mixture was extracted with EtOAc (120 mL×3). The combined organic phases were washed with saturated brine (40 mL×2), dried over anhydrous Na2SO4, filtered and concentrated under reduced pressure. The residue was purified by column chromatography on silica gel (PE: EA=5:1 to 2:1) to afford t... The reactants are [O-2].[Mg+2] (magnesium oxide), C(C1=CN=CC=C1)(=O)O (nicotinic acid). Solvent: C(C)O (ethanol). Run at time 2 hour. Product: C(C1=CN=CC=C1)(=O)[O-].[Mg+2].C(C1=CN=CC=C1)(=O)[O-] (magnesium nicotinate). The yield is 98.9%. As a reaction SMILES: [O-2].[Mg+2:2].[C:3]([OH:11])(=[O:10])[C:4]1[CH:9]=[CH:8][CH:7]=[N:6][CH:5]=1>C(O)C>[C:3]([O-:11])(=[O:10])[C:4]1[CH:9]=[CH:8][CH:7]=[N:6][CH:5]=1.[Mg+2:2].[C:3]([O-:11])(=[O:10])[C:4]1[CH:9]=[CH:8][CH:7]=[N:6][CH:5]=1 |f:0.1,4.5.6|. Procedure details: 8 grams (0.2 Mole) of magnesium oxide, 49.2 grams (0.4 Mole) of nicotinic acid and 150 ml ethanol were placed into a beaker provided with a reflux condenser. The mixture was stirred and boiled at atmospheric pressure for 2 hours. The mixture was cooled and thereafter filtered yielding 53.1 grams of magnesium nicotinate in the form of a fine white powder.